This data is from the Open Reaction Database (ORD), a public repository of structured organic reaction records. The task is: describe an organic reaction: reactants, conditions, products, and yield The reactants are ClC1=C(C=NC=C1)OC1=CC=CC=C1 (4-chloro-3-phenoxypyridine), N1CCNCC1 (piperazine). Reported procedure: To a solution of 13 g of 4-chloro-3-phenoxypyridine in 25 ml of methanol is added 30 g of piperazine and the solution is stirred and heated for 72 hours. The resulting mixture is concentrated at reduced pressure. The residue is shaken with 500 ml of ether and excess dilute aqueous sodium hydroxide. The organic phase is separated, dried and filtered. The filtrate is concentrated and the product distilled to give 3-phenoxy-4-piperazinylpyridine; bp 134°-135° C./0.2 mm, solidified and has a mp of 7... The product is O(C1=CC=CC=C1)C=1C=NC=CC1N1CCNCC1 (3-phenoxy-4-piperazinylpyridine). The solvent is CO (methanol). Reaction SMILES: Cl[C:2]1[CH:7]=[CH:6][N:5]=[CH:4][C:3]=1[O:8][C:9]1[CH:14]=[CH:13][CH:12]=[CH:11][CH:10]=1.[NH:15]1[CH2:20][CH2:19][NH:18][CH2:17][CH2:16]1>CO>[O:8]([C:3]1[CH:4]=[N:5][CH:6]=[CH:7][C:2]=1[N:15]1[CH2:20][CH2:19][NH:18][CH2:17][CH2:16]1)[C:9]1[CH:14]=[CH:13][CH:12]=[CH:11][CH:10]=1. The reactants are C(C)C1(SCC(C1)=O)C=1N=CN(C1C)CC1=CC=CC=C1 (Ethyl 2-(1-benzyl-5-methyl-4-imidazolyl)-4-oxotetrahydrothiophene), carboxylate, O (water). Product: C(C1=CC=CC=C1)N1C=NC(=C1C)C1SCC(C1)=O (2-(1-benzyl-5-methyl-4-imidazolyl)-4-oxotetrahydrothiophene). As a reaction SMILES: C([C:3]1([C:9]2[N:10]=[CH:11][N:12]([CH2:15][C:16]3[CH:21]=[CH:20][CH:19]=[CH:18][CH:17]=3)[C:13]=2[CH3:14])[CH2:7][C:6](=[O:8])[CH2:5][S:4]1)C.O>>[CH2:15]([N:12]1[C:13]([CH3:14])=[C:9]([CH:3]2[CH2:7][C:6](=[O:8])[CH2:5][S:4]2)[N:10]=[CH:11]1)[C:16]1[CH:17]=[CH:18][CH:19]=[CH:20][CH:21]=1. Reported procedure: Ethyl 2-(1-benzyl-5-methyl-4-imidazolyl)-4-oxotetrahydrothiophene-5(and/or 3)-carboxylate (12.6 g., 0.037 mole) is dissolved in 20 ml. of water containing concentrated sulfuric acid (1.11 ml., 0.02 mole) and the solution is refluxed for 31/4 hours. The reaction mixture is diluted with 50 ml. of water and is washed with ether. The aqueous layer is made basic with sodium carbonate and the oil which separates is extracted into chloroform. The extract is washed with water, dried over anhydrous sodiu... Reactants: C(C1=CC=CC=C1)(C1=CC=CC=C1)=N (Benzophenone imine), COC(C[C@@H]1CC[C@H](CC1)C1=CC=C(C=C1)OS(=O)(=O)C(F)(F)F)=O (trans [4-(4-trifluoromethanesulfonyloxyphenyl)cyclohexyl]acetic acid methyl ester), C([O-])([O-])=O.[Cs+].[Cs+] (cesium carbonate), CC(C)C1=CC(=C(C(=C1)C(C)C)C2=C(C=CC=C2)P(C3CCCCC3)C4CCCCC4)C(C)C (X-phos). Reagents/catalysts: C(C)(=O)[O-].[Pd+2].C(C)(=O)[O-] (palladium acetate). The solvent is C(C)(=O)OCC (Ethyl acetate), C1(=CC=CC=C1)C (toluene). Run at temperature 180 celsius, time 10 hour. Product: COC(C[C@@H]1CC[C@H](CC1)C1=CC=C(C=C1)N)=O (trans[4-(4-aminophenyl)cyclohexyl]acetic acid methyl ester). Yield: 4.2%. RXN SMILES: C(=[NH:14])(C1C=CC=CC=1)C1C=CC=CC=1.[CH3:15][O:16][C:17](=[O:39])[CH2:18][C@H:19]1[CH2:24][CH2:23][C@H:22]([C:25]2[CH:30]=[CH:29][C:28](OS(C(F)(F)F)(=O)=O)=[CH:27][CH:26]=2)[CH2:21][CH2:20]1.C(=O)([O-])[O-].[Cs+].[Cs+].CC(C1C=C(C(C)C)C(C2C=CC=CC=2P(C2CCCCC2)C2CCCCC2)=C(C(C)C)C=1)C>C([O-])(=O)C.[Pd+2].C([O-])(=O)C.C(OCC)(=O)C.C1(C)C=CC=CC=1>[CH3:15][O:16][C:17](=[O:39])[CH2:18][C@H:19]1[CH2:24][CH2:23][C@H:22]([C:25]2[CH:30]=[CH:29][C:28]([NH2:14])=[CH:27][CH:26]=2)[CH2:21][CH2:20]1 |f:2.3.4,6.7.8|. Procedure: Benzophenone imine (5.8 mL, 34.7 mmol) was added to a mixed solution of trans [4-(4-trifluoromethanesulfonyloxyphenyl)cyclohexyl]acetic acid methyl ester (12 g, 31.54 mmol), cesium carbonate (11.3 g, 34.7 mmol), palladium acetate (708 mg, 3.15 mmol), X-phos (3 g, 6.31 mmol) and toluene (78 mL) in a sealed tube. The mixture was purified 5 times with nitrogen and stirred at 180° C. for 10 hours. The prepared solution was cooled to remove the solvent under reduced pressure, the residue was sectione... Starting materials: O=CO, NC=O, CCCc1c(Cn2ccnc2-c2cccc(F)n2)ncnc1C(C)=O, [Na+], [OH-], O. The product is CCCc1c(Cn2ccnc2-c2cccc(F)n2)ncnc1C(C)NC=O. Reaction SMILES: [CH:26]([OH:27])=[O:28].[CH:29](=[O:30])[NH2:31].[F:1][c:2]1[cH:3][cH:4][cH:5][c:6](-[c:8]2[n:9]([CH2:13][c:14]3[c:15]([CH2:23][CH2:24][CH3:25])[c:16]([C:20]([CH3:21])=[O:22])[n:17][cH:18][n:19]3)[cH:10][cH:11][n:12]2)[n:7]1.[Na+:33].[OH-:32].[OH2:34]>>[F:1][c:2]1[cH:3][cH:4][cH:5][c:6](-[c:8]2[n:9]([CH2:13][c:14]3[c:15]([CH2:23][CH2:24][CH3:25])[c:16]([CH:20]([CH3:21])[NH:31][CH:29]=[O:30])[n:17][cH:18][n:19]3)[cH:10][cH:11][n:12]2)[n:7]1. Reactants: example 34 ( D ), FC1=C(C(=O)NC=2C(=NNC2C2=CC=CC=C2)C)C=CC=C1 (2-fluoro-N-(3-methyl-5-phenyl-1H-pyrazol-4-yl)-benzamide), P(=O)(Cl)(Cl)Cl (phosphorous oxychloride). The solvent is C(C)(=O)OCC.ClCCl (ethyl acetate dichloromethane). Conditions: time 4 hour. Yields the product FC1=C(C=CC=C1)C1=NC2=C(C=3C=CC=CC13)NN=C2C (5-(2-Fluorophenyl)-3-methyl-1H-pyrazolo[4,3-c]isoquinoline). As a reaction SMILES: [F:1][C:2]1[CH:22]=[CH:21][CH:20]=[CH:19][C:3]=1[C:4]([NH:6][C:7]1[C:8]([CH3:18])=[N:9][NH:10][C:11]=1[C:12]1[CH:17]=[CH:16][CH:15]=[CH:14][CH:13]=1)=O.P(Cl)(Cl)(Cl)=O>C(OCC)(=O)C.ClCCl>[F:1][C:2]1[CH:22]=[CH:21][CH:20]=[CH:19][C:3]=1[C:4]1[C:13]2[CH:14]=[CH:15][CH:16]=[CH:17][C:12]=2[C:11]2[NH:10][N:9]=[C:8]([CH3:18])[C:7]=2[N:6]=1 |f:2.3|. Procedure details: The preparation took place in analogy to example 34 (D) using 182 mg of 2-fluoro-N-(3-methyl-5-phenyl-1H-pyrazol-4-yl)-benzamide, except 10.7 ml of phosphorous oxychloride was used and the reaction was stirred for 4 hrs. Trituration of the residue with ethyl acetate/dichloromethane (1/1) gave the title compound as a cream solid. Starting materials: CC1=C2N(C3=CC=CC=C13)C(N(CC2)CC=2N=CNC2C)=O (3,4-dihydro-5-methyl-2-[(5-methyl-1H-imidazol-4-yl)methyl]pyrimido[1,6-a]indol-1(2H)-one), [H-].[Na+] (sodium hydride), CI (Methyl iodide). Run in CN(C=O)C (N,N-dimethylformamide), CN(C=O)C (N,N-dimethylformamide). Reaction conditions: time 30 minute. Product: CC1=C2N(C3=CC=CC=C13)C(N(CC2)CC=2N=CN(C2C)C)=O (3,4-dihydro-5-methyl-2-[(1,5-dimethylimidazol-4-yl)methyl]pyrimido[1,6-a]indol-1(2H)-one). Reaction SMILES: [CH3:1][C:2]1[C:10]2[C:5](=[CH:6][CH:7]=[CH:8][CH:9]=2)[N:4]2[C:11](=[O:22])[N:12]([CH2:15][C:16]3[N:17]=[CH:18][NH:19][C:20]=3[CH3:21])[CH2:13][CH2:14][C:3]=12.[H-].[Na+].[CH3:25]I>CN(C)C=O>[CH3:1][C:2]1[C:10]2[C:5](=[CH:6][CH:7]=[CH:8][CH:9]=2)[N:4]2[C:11](=[O:22])[N:12]([CH2:15][C:16]3[N:17]=[CH:18][N:19]([CH3:25])[C:20]=3[CH3:21])[CH2:13][CH2:14][C:3]=12 |f:1.2|. Procedure details: To a solution of 3,4-dihydro-5-methyl-2-[(5-methyl-1H-imidazol-4-yl)methyl]pyrimido[1,6-a]indol-1(2H)-one (343 mg) in N,N-dimethylformamide (20 ml) was added sodium hydride (60% in mineral oil, 51.3 mg) at 5° C. and the mixture was stirred at the same temperature for 30 minutes. Methyl iodide (182 mg) in N,N-dimethylformamide (10 ml) was added dropwise to the solution at 50° C. during 2 hours. After 30 minutes of stirring at the same temperature, the reaction mixture was evaporated in vacuo. The...